This data is from the Open Reaction Database (ORD), a public repository of structured organic reaction records. The task is: describe an organic reaction: reactants, conditions, products, and yield Starting materials: ClC=1C=C(C(=O)N[C@@H](CC2=CC=C(C=C2)C=2N=C(N(C2)C)C(C)=NO)CCO)C=CC1OC(C)C ((S)-3-chloro-N-(4-hydroxy-1-(4-(2-(1-(hydroxyimino)ethyl)-1-methyl-1H-imidazol-4-yl)phenyl)butan-2-yl)-4-isopropoxybenzamide), C(=O)([O-])[O-].[K+].[K+] (K2CO3), ICC (iodoethane), CN(C)C=O (DMF). Solvent: O (water). Conditions: temperature 60 celsius, time 3 hour. Product: ClC=1C=C(C(=O)N[C@@H](CC2=CC=C(C=C2)C=2N=C(N(C2)C)C2(OCCO2)C)CCO)C=CC1OC(C)C ((S)-3-chloro-N-(4-hydroxy-1-(4-(1-methyl-2-(2-methyl-1,3-dioxolan-2-yl)-1H-imidazol-4-yl)phenyl)butan-2-yl)-4-isopropoxybenzamide). Yield: 55.0%. As a reaction SMILES: [Cl:1][C:2]1[CH:3]=[C:4]([CH:29]=[CH:30][C:31]=1[O:32][CH:33]([CH3:35])[CH3:34])[C:5]([NH:7][C@H:8]([CH2:26][CH2:27][OH:28])[CH2:9][C:10]1[CH:15]=[CH:14][C:13]([C:16]2[N:17]=[C:18]([C:22](=NO)[CH3:23])[N:19]([CH3:21])[CH:20]=2)=[CH:12][CH:11]=1)=[O:6].[C:36]([O-:39])([O-])=O.[K+].[K+].ICC.CN([CH:48]=[O:49])C>O>[Cl:1][C:2]1[CH:3]=[C:4]([CH:29]=[CH:30][C:31]=1[O:32][CH:33]([CH3:34])[CH3:35])[C:5]([NH:7][C@H:8]([CH2:26][CH2:27][OH:28])[CH2:9][C:10]1[CH:15]=[CH:14][C:13]([C:16]2[N:17]=[C:18]([C:22]3([CH3:23])[O:39][CH2:36][CH2:48][O:49]3)[N:19]([CH3:21])[CH:20]=2)=[CH:12][CH:11]=1)=[O:6] |f:1.2.3|. Procedure: To a solution of compound 3 (5.307 g, 18 mmol) in DMF (15 mL) was added K2CO3 (3.73 g, 27 mmol) and iodoethane (3.5 mL, 43.2 mmol). The resulting mixture was stirred at 60° C. for three hours. The mixture was diluted with water and extracted with EtOAc (3×50 mL). The organic layers were combined, dried over Na2SO4, and concentrated. Purification with column chromatography (Hexanes/EtOAc 50:50) gave the product 4 (3.2 g, 55%) as white solid. Reactants: BrC1=CC=C2C(=N1)SC(=N2)CBr (5-bromo-2-bromomethyl-thiazolo[5,4-b]pyridine), FC1=C(C(=O)N)C(=CC=C1O)F (2,6-Difluoro-3-hydroxy-benzamide), C([O-])([O-])=O.[K+].[K+] (potassium carbonate). Run in CN(C)C=O (DMF). Conditions: temperature 25 celsius, time 24 hour. Product: BrC1=CC=C2C(=N1)SC(=N2)COC=2C(=C(C(=O)N)C(=CC2)F)F (3-(5-bromo-thiazolo[5,4-b]pyridin-2-ylmethoxy)-2,6-difluoro-benzamide). The yield is 77.0%. Reaction SMILES: [Br:1][C:2]1[N:7]=[C:6]2[S:8][C:9]([CH2:11]Br)=[N:10][C:5]2=[CH:4][CH:3]=1.[F:13][C:14]1[C:22]([OH:23])=[CH:21][CH:20]=[C:19]([F:24])[C:15]=1[C:16]([NH2:18])=[O:17].C(=O)([O-])[O-].[K+].[K+]>CN(C=O)C>[Br:1][C:2]1[N:7]=[C:6]2[S:8][C:9]([CH2:11][O:23][C:22]3[C:14]([F:13])=[C:15]([C:19]([F:24])=[CH:20][CH:21]=3)[C:16]([NH2:18])=[O:17])=[N:10][C:5]2=[CH:4][CH:3]=1 |f:2.3.4|. Reported procedure: To a solution of 5-bromo-2-bromomethyl-thiazolo[5,4-b]pyridine (2.0 g, 6.493 mmol) in 10 ml of anhydrous DMF was added 2,6-Difluoro-3-hydroxy-benzamide (1.01 g, 5.84 mmol) and potassium carbonate (3.09 g, 22.72 mmol). The reaction mixture was stirred at 25° C. for 24 h under nitrogen atmosphere. The reaction mixture was evaporated to dryness under reduced pressure and the residue was purified by column chromatography on silica (60-120 M) using ethyl acetate/hexane (50:50) as the eluent to provid... The reactants are S1C=C(C=C1)CCP(=O)(CC(C(=O)O)C1=CC=CC=C1)O (3-[(3-thienyl)ethylhydroxyphosphinyl]-2-phenylpropanoic acid), S1C=C(C=C1)CCCP(=O)(CC(C(=O)O)C1=CC=CC=C1)O (3-[(3-thienyl)propylhydroxyphosphinyl]-2-phenylpropanoic acid), C(C1=CC=CC=C1)P(=O)(CC(C(=O)O)CC1=NC=CC=C1)O (3-(benzylhydroxyphosphinyl)-2-(2-pyridyl)methylpropanoic acid). Product: S1C=CC(=C1)CP(=O)(CC(C(=O)O)C1=CC=CC=C1)O (3-[(4-thienyl)methylhydroxyphosphinyl]-2-phenylpropanoic acid). RXN SMILES: [S:1]1[CH:5]=C[C:3]([CH2:6][CH2:7][P:8]([OH:21])([CH2:10][CH:11]([C:15]2[CH:20]=[CH:19][CH:18]=[CH:17][CH:16]=2)[C:12]([OH:14])=[O:13])=[O:9])=[CH:2]1.S1C=CC(CCCP(O)(CC(C2C=CC=CC=2)C(O)=O)=O)=C1.C(P(O)(CC(CC1C=CC=CN=1)C(O)=O)=O)C1C=CC=CC=1>>[S:1]1[CH:5]=[C:6]([CH2:7][P:8]([OH:21])([CH2:10][CH:11]([C:15]2[CH:16]=[CH:17][CH:18]=[CH:19][CH:20]=2)[C:12]([OH:14])=[O:13])=[O:9])[CH:3]=[CH:2]1. Procedure details: 3-[(3-thienyl)ethylhydroxyphosphinyl]-2-phenylpropanoic acid; 3-[(3-thienyl)propylhydroxyphosphinyl]-2-phenylpropanoic acid; 3-(benzylhydroxyphosphinyl)-2-(2-pyridyl)methylpropanoic acid;